This data is from the Open Reaction Database (ORD), a public repository of structured organic reaction records. The task is: describe an organic reaction: reactants, conditions, products, and yield The reactants are CC(C)(C)OC(=O)NC1(c2ccc(-c3c(-c4ccccc4)oc4c(-c5c[nH]nn5)cccc4c3=O)cc2)CCC1, O=C(O)C(F)(F)F, NC1(c2ccc(-c3c(-c4ccccc4)oc4ccc(F)cc4c3=O)cc2)CCC1. The product is NC1(c2ccc(-c3c(-c4ccccc4)oc4c(-c5c[nH]nn5)cccc4c3=O)cc2)CCC1. RXN SMILES: [C:30]([O:31][C:32](=[O:33])[NH:36][C:37]1([c:41]2[cH:42][cH:43][c:44](-[c:47]3[c:48](-[c:63]4[cH:64][cH:65][cH:66][cH:67][cH:68]4)[o:49][c:50]4[c:51](-[c:58]5[n:59][n:60][nH:61][cH:62]5)[cH:52][cH:53][cH:54][c:55]4[c:56]3=[O:57])[cH:45][cH:46]2)[CH2:38][CH2:39][CH2:40]1)([CH3:34])([CH3:35])[CH3:69].[F:70][C:71]([F:72])([F:73])[C:74]([OH:75])=[O:76].[NH2:1][C:2]1([c:3]2[cH:4][cH:5][c:6](-[c:7]3[c:8](=[O:9])[c:10]4[c:11]([cH:12][cH:13][c:14]([F:15])[cH:16]4)[o:17][c:18]3-[c:19]3[cH:20][cH:21][cH:22][cH:23][cH:24]3)[cH:25][cH:26]2)[CH2:27][CH2:28][CH2:29]1>>[NH2:36][C:37]1([c:41]2[cH:42][cH:43][c:44](-[c:47]3[c:48](-[c:63]4[cH:64][cH:65][cH:66][cH:67][cH:68]4)[o:49][c:50]4[c:51](-[c:58]5[n:59][n:60][nH:61][cH:62]5)[cH:52][cH:53][cH:54][c:55]4[c:56]3=[O:57])[cH:45][cH:46]2)[CH2:38][CH2:39][CH2:40]1. Starting materials: C(C)(C)(C)C1=C(C=C(C=C1)C(N)=O)NC(CC(CCCCC)C1=C(C=C(C=C1)OCC1=CC=CC=C1)OC)=O (N-(2-t-butyl-5-carbamoylphenyl)-3-(4-benzyloxy-2-methoxyphenyl)octanamide), [H][H] (hydrogen), C(C)O (ethanol). The reagents and catalysts are [Pd] (palladium-on-charcoal). Product: C(CCC)C1=C(C=C(C=C1)C(N)=O)NC(CC(CCCCC)C1=C(C=C(C=C1)O)OC)=O (N-(2-Butyl-5-carbamoylphenyl)-3-(4-hydroxy-2-methoxyphenyl)octanamide). RXN SMILES: [C:1]([C:5]1[CH:10]=[CH:9][C:8]([C:11](=[O:13])[NH2:12])=[CH:7][C:6]=1[NH:14][C:15](=[O:39])[CH2:16][CH:17]([C:23]1[CH:28]=[CH:27][C:26]([O:29]CC2C=CC=CC=2)=[CH:25][C:24]=1[O:37][CH3:38])[CH2:18][CH2:19][CH2:20][CH2:21][CH3:22])([CH3:4])(C)C.[H][H].[CH2:42](O)[CH3:43]>[Pd]>[CH2:1]([C:5]1[CH:10]=[CH:9][C:8]([C:11](=[O:13])[NH2:12])=[CH:7][C:6]=1[NH:14][C:15](=[O:39])[CH2:16][CH:17]([C:23]1[CH:28]=[CH:27][C:26]([OH:29])=[CH:25][C:24]=1[O:37][CH3:38])[CH2:18][CH2:19][CH2:20][CH2:21][CH3:22])[CH2:4][CH2:42][CH3:43]. Reported procedure: A solution of 2.46 g (4.64 mmol) of N-(2-t-butyl-5-carbamoylphenyl)-3-(4-benzyloxy-2-methoxyphenyl)octanamide (prepared as described in Example 123) in 100 ml of ethanol was vigorously stirred at 40° C. under a stream of hydrogen in the presence of 10% palladium-on-charcoal for 1.5 hours. At the end of this time, the reaction mixture was filtered using a Celite (trade mark) filter aid to remove the catalyst, and the filtrate was concentrated to dryness by evaporation under reduced pressure. The ... Starting materials: CN1CCNCC1 (1-Methyl-piperazine), C(C)OC(C(F)(F)Br)=O (bromo-difluoro-acetic acid ethyl ester). Solvent: C1CCOC1 (THF). Run at time 16 hour. The product is BrC(C(=O)N1CCN(CC1)C)(F)F (2-bromo-2,2-difluoro-1-(4-methyl-piperazin-1-yl)-ethanone). Yield: 71.2%. As a reaction SMILES: [CH3:1][N:2]1[CH2:7][CH2:6][NH:5][CH2:4][CH2:3]1.C(O[C:11](=[O:16])[C:12]([Br:15])([F:14])[F:13])C>C1COCC1>[Br:15][C:12]([F:13])([F:14])[C:11]([N:5]1[CH2:6][CH2:7][N:2]([CH3:1])[CH2:3][CH2:4]1)=[O:16]. Procedure details: 1-Methyl-piperazine (1.23 g; 12.3 mmol; 5 eq.) was added to a solution of bromo-difluoro-acetic acid ethyl ester (500 mg; 2.46 mmol; 1 eq.) in THF (50 mL) and the reaction mixture was stirred at room temperature for 16 hours then concentrated in vacuo. The residue was taken up in EA, washed with water, dried over magnesium sulfate and concentrated in vacuo to afford the title compound (450 mg, 71%) as a yellow oil. The reactants are C(C1=CC=CC=C1)OC(=O)NC1C(C1COC(C1=CC=CC=C1)=O)COC(C1=CC=CC=C1)=O (N-(Benzyloxycarbonyl)-2,3-bis(benzoyloxymethyl) cyclopropylamine), C[O-].[Na+] (Sodium methoxide). Solvent: CO (methanol). Conditions: time 0.5 hour. The product is C(C1=CC=CC=C1)OC(=O)NC1C(C1CO)CO (N-benzyloxycarbonyl 2,3-bis(hydroxymethyl) cyclopropylamine). Isolated yield 0.0%. As a reaction SMILES: [CH2:1]([O:8][C:9]([NH:11][CH:12]1[CH:14]([CH2:15][O:16]C(=O)C2C=CC=CC=2)[CH:13]1[CH2:25][O:26]C(=O)C1C=CC=CC=1)=[O:10])[C:2]1[CH:7]=[CH:6][CH:5]=[CH:4][CH:3]=1.C[O-].[Na+]>CO>[CH2:1]([O:8][C:9]([NH:11][CH:12]1[CH:14]([CH2:15][OH:16])[CH:13]1[CH2:25][OH:26])=[O:10])[C:2]1[CH:7]=[CH:6][CH:5]=[CH:4][CH:3]=1 |f:1.2|. Reported procedure: 7 N-(Benzyloxycarbonyl)-2,3-bis(benzoyloxymethyl) cyclopropylamine (0.22 g, 479 mmol) from Step F was dissolved in 5 mL of methanol. Sodium methoxide (52 mg, 95.9 mmol) was added to this solution and the reaction mixture was stirred at ambient temperature for 0.5 h. TLC analysis (on silica gel plates eluted with 10% methanol in chloroform) indicated that the starting material had been consumed in the reaction. The reaction mixture was concentrated in vacuo and the residue dissolved in water. The... Product: ClC=C(C(C#C)(C)C)OC1=CC=CC=C1 (1-chloro-3,3-dimethyl-2-phenoxy-pent-1-en-4-ine). The reactants are ClC=CC(C#CCl)(C)C (1,5-dichloro-3,3-dimethyl-pent-1-en-4-ine), C1(=CC=CC=C1)[O-].[Na+] (sodium phenolate). Conditions: time 4 hour. Yield: 63.9%. As a reaction SMILES: Cl[CH:2]=[CH:3][C:4]([CH3:9])([CH3:8])[C:5]#[C:6][Cl:7].[C:10]1([O-:16])[CH:15]=[CH:14][CH:13]=[CH:12][CH:11]=1.[Na+]>CN(C)C=O>[Cl:7][CH:6]=[C:5]([O:16][C:10]1[CH:15]=[CH:14][CH:13]=[CH:12][CH:11]=1)[C:4]([CH3:9])([CH3:8])[C:3]#[CH:2] |f:1.2|. The solvent is CN(C=O)C (N,N-dimethylformamide). Procedure: 163 g (1 mole) of 1,5-dichloro-3,3-dimethyl-pent-1-en-4-ine and 232 g (2 moles) of sodium phenolate in 1 liter of absolute N,N-dimethylformamide are heated to 140° C. in the course of 3 hours and stirring is then continued for 4 hours. The mixture is worked up as described for method A, giving 204 g of crude product, which after distillation (boiling point 0.15/87°-94° C.) gives 141 g (that is to say 64% of theory) of 1-chloro-3,3-dimethyl-2-phenoxy-pent-1-en-4-ine. Reactants: C1(CC1)NC(C1=CC(=C(C(=C1)C=1C=C2C(=CN(C(C2=CC1)=O)CC1=CC=C(C=C1)S(=O)(=O)C)C=O)C)F)=O (N-Cyclopropyl-3-fluoro-5-(4-formyl-2-(4-(methylsulfonyl)benzyl)-1-oxo-1,2-dihydroisoquinolin-6-yl)-4-methylbenzamide), CN1CCNCC1 (1-methyl-piperazine). Reaction SMILES: [CH:1]1([NH:4][C:5](=[O:38])[C:6]2[CH:11]=[C:10]([C:12]3[CH:13]=[C:14]4[C:19](=[CH:20][CH:21]=3)[C:18](=[O:22])[N:17]([CH2:23][C:24]3[CH:29]=[CH:28][C:27]([S:30]([CH3:33])(=[O:32])=[O:31])=[CH:26][CH:25]=3)[CH:16]=[C:15]4[CH:34]=O)[C:9]([CH3:36])=[C:8]([F:37])[CH:7]=2)[CH2:3][CH2:2]1.[CH3:39][N:40]1[CH2:45][CH2:44][NH:43][CH2:42][CH2:41]1>>[CH:1]1([NH:4][C:5](=[O:38])[C:6]2[CH:11]=[C:10]([C:12]3[CH:13]=[C:14]4[C:19](=[CH:20][CH:21]=3)[C:18](=[O:22])[N:17]([CH2:23][C:24]3[CH:25]=[CH:26][C:27]([S:30]([CH3:33])(=[O:31])=[O:32])=[CH:28][CH:29]=3)[CH:16]=[C:15]4[CH2:34][N:43]3[CH2:44][CH2:45][N:40]([CH3:39])[CH2:41][CH2:42]3)[C:9]([CH3:36])=[C:8]([F:37])[CH:7]=2)[CH2:2][CH2:3]1. Reported procedure: The title compound was prepared by the method of Example 59 step iv) using product of example 112 step i) and 1-methyl-piperazine. Product: C1(CC1)NC(C1=CC(=C(C(=C1)C=1C=C2C(=CN(C(C2=CC1)=O)CC1=CC=C(C=C1)S(=O)(=O)C)CN1CCN(CC1)C)C)F)=O (N-Cyclopropyl-3-fluoro-4-methyl-5-(4-((4-methylpiperazin-1-yl)methyl)-2-(4-(methylsulfonyl)benzyl)-1-oxo-1,2-dihydroisoquinolin-6-yl)benzamide).